Task: describe an organic reaction: reactants, conditions, products, and yield. Dataset: the Open Reaction Database (ORD), a public repository of structured organic reaction records Reactants: N (ammonia), C1CO1 (ethylene oxide), N1=CC=C(C=C1)C(CCN(C)C)CC (3-(4-pyridyl)-1-dimethylamino pentane), C(C)OCC (diethyl ether), N (ammonia), ferric nitrate, [K] (potassium), [Cl-].[NH4+] (ammonium chloride). Reaction conditions: time 2 hour. Product: N1=CC=C(C=C1)C(CCOCCO)CCN(C)C (6-(4-pyridyl)-8-dimethylamino-3-oxaoctan-1-ol). Yield: 40.0%. Reaction SMILES: N.[K].[N:3]1[CH:8]=[CH:7][C:6]([CH:9]([CH2:15][CH3:16])[CH2:10][CH2:11][N:12]([CH3:14])[CH3:13])=[CH:5][CH:4]=1.[CH2:17]1[O:19][CH2:18]1.[Cl-].[NH4+].C([O:24]CC)C>>[N:3]1[CH:8]=[CH:7][C:6]([CH:9]([CH2:10][CH2:11][N:12]([CH3:14])[CH3:13])[CH2:15][CH2:16][O:24][CH2:18][CH2:17][OH:19])=[CH:5][CH:4]=1 |f:4.5,^1:1|. Procedure: To stirred liquid ammonia (2 liters) was added ferric nitrate (0.1 gm) followed by potassium metal (12 gms) in 1 gram pieces over a period of 20 minutes. To the resulting solution was added 3-(4-pyridyl)-1-dimethylamino pentane (49 gms) over a period of 3 minutes and a deep yellow colour was allowed to develop over a period of 2 hours. Liquid ethylene oxide (22 gms) was added and the mixture was stirred for a further 3 hours. Solid ammonium chloride (20 gms) was then added in small portions foll... Reactants: CCCCCCCCCCCCCCCCN(C)C, COC(=O)N(C)C, Nc1ccc(Cl)cc1. The product is CN(C)C(=O)Nc1ccc(Cl)cc1. RXN SMILES: [CH3:16][N:17]([CH3:18])[CH2:19][CH2:20][CH2:21][CH2:22][CH2:23][CH2:24][CH2:25][CH2:26][CH2:27][CH2:28][CH2:29][CH2:30][CH2:31][CH2:32][CH2:33][CH3:34].[CH3:9][N:10]([C:11]([O:12][CH3:14])=[O:13])[CH3:15].[NH2:1][c:2]1[cH:3][cH:4][c:5]([Cl:6])[cH:7][cH:8]1>>[NH:1]([c:2]1[cH:3][cH:4][c:5]([Cl:6])[cH:7][cH:8]1)[C:11]([N:10]([CH3:9])[CH3:15])=[O:12].